Dataset: the Open Reaction Database (ORD), a public repository of structured organic reaction records. Task: describe an organic reaction: reactants, conditions, products, and yield Reactants: NS(=O)(=O)C=1C=C(C(=O)N[C@H](C)C2=CC(=CC=C2)Cl)C=CC1Cl (3-(aminosulfonyl)-4-chloro-N-((1R)-1-(3-chlorophenyl)ethyl)benzamide), B (borane). Solvent: C1CCOC1 (THF). The product is ClC1=C(C=C(C=C1)CN[C@H](C)C1=CC(=CC=C1)Cl)S(=O)(=O)N ((R)-2-chloro-5-((1-(3-chlorophenyl)ethylamino)methyl)benzenesulfonamide). Isolated yield 39.2%. As a reaction SMILES: [NH2:1][S:2]([C:5]1[CH:6]=[C:7]([CH:20]=[CH:21][C:22]=1[Cl:23])[C:8]([NH:10][C@@H:11]([C:13]1[CH:18]=[CH:17][CH:16]=[C:15]([Cl:19])[CH:14]=1)[CH3:12])=O)(=[O:4])=[O:3].B>C1COCC1>[Cl:23][C:22]1[CH:21]=[CH:20][C:7]([CH2:8][NH:10][C@@H:11]([C:13]2[CH:18]=[CH:17][CH:16]=[C:15]([Cl:19])[CH:14]=2)[CH3:12])=[CH:6][C:5]=1[S:2]([NH2:1])(=[O:3])=[O:4]. Reported procedure: To a solution of 3-(aminosulfonyl)-4-chloro-N-((1R)-1-(3-chlorophenyl)ethyl)benzamide 38 (0.558 g, 1.49 mmol) in THF (10 mL) at room temperature was added borane (0.138 g, 9.97 mmol) (10 mL, 1 M in THF). The reaction mixture was heated to reflux for 24 h, quenched with 1 M NaOH, and diluted with EtOAc. The organic phase was washed with water (1×), brine (1×), dried over MgSO4, filtered, and concentrated in vacuo. Purification by flash column chromatography on silica gel (eluted with 40% to 80% E... Starting materials: COC(=O)CN1CC2CN(Cc3ccc(Oc4nc5ccccc5s4)cc3)CC2C1, CC(C)O, [K+], [OH-], O. Yields the product O=C(O)CN1CC2CN(Cc3ccc(Oc4nc5ccccc5s4)cc3)CC2C1. RXN SMILES: [CH3:1][O:2][C:3]([CH2:4][N:5]1[CH2:6][CH:7]2[CH2:8][N:9]([CH2:13][c:14]3[cH:15][cH:16][c:17]([O:20][c:21]4[s:22][c:23]5[c:24]([n:25]4)[cH:26][cH:27][cH:28][cH:29]5)[cH:18][cH:19]3)[CH2:10][CH:11]2[CH2:12]1)=[O:30].[CH:34]([OH:35])([CH3:36])[CH3:37].[K+:32].[OH-:31].[OH2:33]>>[O:2]=[C:3]([CH2:4][N:5]1[CH2:6][CH:7]2[CH2:8][N:9]([CH2:13][c:14]3[cH:15][cH:16][c:17]([O:20][c:21]4[s:22][c:23]5[c:24]([n:25]4)[cH:26][cH:27][cH:28][cH:29]5)[cH:18][cH:19]3)[CH2:10][CH:11]2[CH2:12]1)[OH:30].